This data is from the Open Reaction Database (ORD), a public repository of structured organic reaction records. The task is: describe an organic reaction: reactants, conditions, products, and yield Starting materials: [Br-], CCc1nc(-c2ccc(C(F)(F)F)cc2)oc1C=O, C1CCOC1, C[Mg+], CCOCC. Yields the product CCc1nc(-c2ccc(C(F)(F)F)cc2)oc1C(C)O. RXN SMILES: [Br-:20].[CH2:1]([CH3:2])[c:3]1[n:4][c:5](-[c:10]2[cH:11][cH:12][c:13]([C:16]([F:17])([F:18])[F:19])[cH:14][cH:15]2)[o:6][c:7]1[CH:8]=[O:9].[CH2:28]1[O:29][CH2:30][CH2:31][CH2:32]1.[CH3:21][Mg+:22].[CH3:23][CH2:24][O:25][CH2:26][CH3:27]>>[CH2:1]([CH3:2])[c:3]1[n:4][c:5](-[c:10]2[cH:11][cH:12][c:13]([C:16]([F:17])([F:18])[F:19])[cH:14][cH:15]2)[o:6][c:7]1[CH:8]([OH:9])[CH3:23]. Starting materials: FC(OC1=C(C=CC(=C1)[C@H]1[C@H](CC=CC1)[N+](=O)[O-])OC)F ((+/−)-cis-2-difluoromethoxy-1-methoxy-4-(2-nitrocyclohex-4-enyl)benzene), [H][H] (hydrogen). Reagents/catalysts: [Ni] (Raney nickel). Solvent: C(C)O (ethanol). Yields the product FC(OC1=C(C=CC(=C1)[C@H]1[C@H](CCCC1)N)OC)F ((+/−)-cis-2-difluoromethoxy-1-methoxy-4-(2-aminocyclohexyl)benzene). Reaction SMILES: [F:1][CH:2]([F:21])[O:3][C:4]1[CH:9]=[C:8]([C@@H:10]2[CH2:15][CH:14]=[CH:13][CH2:12][C@@H:11]2[N+:16]([O-])=O)[CH:7]=[CH:6][C:5]=1[O:19][CH3:20].[H][H]>C(O)C.[Ni]>[F:1][CH:2]([F:21])[O:3][C:4]1[CH:9]=[C:8]([C@@H:10]2[CH2:15][CH2:14][CH2:13][CH2:12][C@@H:11]2[NH2:16])[CH:7]=[CH:6][C:5]=1[O:19][CH3:20]. Procedure details: 14.6 g of (+/−)-cis-2-difluoromethoxy-1-methoxy-4-(2-nitrocyclohex-4-enyl)benzene are dissovled in 170 ml of ethanol, admixed with 3.0 g of Raney nickel and hydrogenated in an autoclave at a hydrogen pressure of 50 bar for 9 days. The suspension is filtered, the solvent is removed under reduced pressure and the residue is chromatographed over silica gel using a mixture of toluene/dioxane/triethylamine 3/1/0.5. Concentration of the appropriate fractions gives 3.4 g (25.7% of Th.) of the title com... The reactants are O=C(NNCc1ccccc1)C1CC(SC(c2ccccc2)(c2ccccc2)c2ccccc2)CN1S(=O)(=O)c1ccc2ccccc2c1, COc1ccccc1, CCN(C(C)C)C(C)C, ClCCl, O=S(=O)(Cl)Cl. Yields the product COc1ccc(S(=O)(=O)N(Cc2ccccc2)NC(=O)C2CC(SC(c3ccccc3)(c3ccccc3)c3ccccc3)CN2S(=O)(=O)c2ccc3ccccc3c2)cc1. Reaction SMILES: [CH2:1]([c:2]1[cH:3][cH:4][cH:5][cH:6][cH:7]1)[NH:8][NH:9][C:10](=[O:11])[CH:12]1[N:13]([S:37](=[O:38])(=[O:39])[c:40]2[cH:41][c:42]3[cH:43][cH:44][cH:45][cH:46][c:47]3[cH:48][cH:49]2)[CH2:14][CH:15]([S:17][C:18]([c:19]2[cH:20][cH:21][cH:22][cH:23][cH:24]2)([c:25]2[cH:26][cH:27][cH:28][cH:29][cH:30]2)[c:31]2[cH:32][cH:33][cH:34][cH:35][cH:36]2)[CH2:16]1.[CH3:64][O:65][c:66]1[cH:67][cH:68][cH:69][cH:70][cH:71]1.[CH:50]([N:51]([CH2:52][CH3:53])[CH:54]([CH3:55])[CH3:56])([CH3:57])[CH3:58].[Cl:72][CH2:73][Cl:74].[S:59](=[O:60])(=[O:61])([Cl:62])[Cl:63]>>[CH2:1]([c:2]1[cH:3][cH:4][cH:5][cH:6][cH:7]1)[N:8]([NH:9][C:10](=[O:11])[CH:12]1[N:13]([S:37](=[O:38])(=[O:39])[c:40]2[cH:41][c:42]3[cH:43][cH:44][cH:45][cH:46][c:47]3[cH:48][cH:49]2)[CH2:14][CH:15]([S:17][C:18]([c:19]2[cH:20][cH:21][cH:22][cH:23][cH:24]2)([c:25]2[cH:26][cH:27][cH:28][cH:29][cH:30]2)[c:31]2[cH:32][cH:33][cH:34][cH:35][cH:36]2)[CH2:16]1)[S:59](=[O:60])(=[O:61])[c:69]1[cH:68][cH:67][c:66]([O:65][CH3:64])[cH:71][cH:70]1. Starting materials: [BH4-], C[O-], CO, COC(=O)C(C)Oc1cccc(C=O)c1, [Na+], [Na+]. The product is COC(=O)C(C)Oc1cccc(CO)c1. As a reaction SMILES: [BH4-:16].[CH3:18][O-:19].[CH3:21][OH:22].[CH:1](=[O:2])[c:3]1[cH:4][c:5]([O:6][CH:7]([C:8](=[O:9])[O:10][CH3:11])[CH3:12])[cH:13][cH:14][cH:15]1.[Na+:17].[Na+:20]>>[CH2:1]([OH:2])[c:3]1[cH:4][c:5]([O:6][CH:7]([C:8](=[O:9])[O:10][CH3:11])[CH3:12])[cH:13][cH:14][cH:15]1. Reactants: CCCCCCCCO, ClCCl, Cl, O=C(O)c1cnccn1. Yields the product CCCCCCCCOC(=O)c1cnccn1. As a reaction SMILES: [CH2:1]([CH2:2][CH2:3][CH2:4][CH2:5][CH2:6][CH2:7][CH3:8])[OH:9].[CH2:20]([Cl:21])[Cl:22].[ClH:19].[n:10]1[c:11]([C:16](=[O:17])[OH:18])[cH:12][n:13][cH:14][cH:15]1>>[CH2:1]([CH2:2][CH2:3][CH2:4][CH2:5][CH2:6][CH2:7][CH3:8])[O:9][C:16]([c:11]1[n:10][cH:15][cH:14][n:13][cH:12]1)=[O:17].